The task is: describe an organic reaction: reactants, conditions, products, and yield. This data is from the Open Reaction Database (ORD), a public repository of structured organic reaction records. Starting materials: C(C1=CC=CC=C1)OC1=CC=C2C(=C(C(=CC2=C1)CO[Si](C1=CC=CC=C1)(C1=CC=CC=C1)C(C)(C)C)C=O)C1=CC=CC=C1 (7-Benzyloxy-2-(tert-butyldiphenylsilyloxymethyl)-3-formyl-4-phenylnaphthalene), C[Mg+].[Br-] (MeMgBr). Solvent: C1CCOC1 (THF). Run at time 10 minute. Yields the product C(C1=CC=CC=C1)OC1=CC=C2C(=C(C(=CC2=C1)CO[Si](C1=CC=CC=C1)(C1=CC=CC=C1)C(C)(C)C)C(C)O)C1=CC=CC=C1 (7-Benzyloxy-2-(tert-butyldiphenylsilyloxymethyl)-3-(1-hydroxyethyl)-4-phenylnaphthalene). Reaction SMILES: [CH2:1]([O:8][C:9]1[CH:18]=[C:17]2[C:12]([C:13]([C:40]3[CH:45]=[CH:44][CH:43]=[CH:42][CH:41]=3)=[C:14]([CH:38]=[O:39])[C:15]([CH2:19][O:20][Si:21]([C:34]([CH3:37])([CH3:36])[CH3:35])([C:28]3[CH:33]=[CH:32][CH:31]=[CH:30][CH:29]=3)[C:22]3[CH:27]=[CH:26][CH:25]=[CH:24][CH:23]=3)=[CH:16]2)=[CH:11][CH:10]=1)[C:2]1[CH:7]=[CH:6][CH:5]=[CH:4][CH:3]=1.[CH3:46][Mg+].[Br-]>C1COCC1>[CH2:1]([O:8][C:9]1[CH:18]=[C:17]2[C:12]([C:13]([C:40]3[CH:41]=[CH:42][CH:43]=[CH:44][CH:45]=3)=[C:14]([CH:38]([OH:39])[CH3:46])[C:15]([CH2:19][O:20][Si:21]([C:34]([CH3:37])([CH3:36])[CH3:35])([C:22]3[CH:27]=[CH:26][CH:25]=[CH:24][CH:23]=3)[C:28]3[CH:29]=[CH:30][CH:31]=[CH:32][CH:33]=3)=[CH:16]2)=[CH:11][CH:10]=1)[C:2]1[CH:3]=[CH:4][CH:5]=[CH:6][CH:7]=1 |f:1.2|. Procedure details: To a solution of aldehyde (1.1 g) from Step 3 in THF (15 mL) at -78° C., was added MeMgBr (1.4M PhMe-THF, 2.8 mL) dropwise. After 10 min, the bath was removed and the reaction mixture quenched with a saturated solution of NH4Cl. The reaction was diluted with Et2O, washed with saturated NH4Cl solution, H2O, brine, dried over MgSO4, and the solvent evaporated to afford the title product as a foam. Reactants: O=C(Cl)Cl, CCOc1ccc(C2CC(F)(F)C2(F)F)cc1, OCc1cccc(Oc2ccccc2)n1, c1ccncc1, c1ccccc1. Product: CCOc1ccc(C2(C(=O)OCc3cccc(Oc4ccccc4)n3)CC(F)(F)C2(F)F)cc1. RXN SMILES: [C:1](=[O:2])([Cl:3])[Cl:4].[CH2:5]([CH3:6])[O:7][c:8]1[cH:9][cH:10][c:11]([CH:14]2[C:15]([F:20])([F:21])[C:16]([F:18])([F:19])[CH2:17]2)[cH:12][cH:13]1.[OH:22][CH2:23][c:24]1[n:25][c:26]([O:30][c:31]2[cH:32][cH:33][cH:34][cH:35][cH:36]2)[cH:27][cH:28][cH:29]1.[cH:37]1[cH:38][cH:39][n:40][cH:41][cH:42]1.[cH:43]1[cH:44][cH:45][cH:46][cH:47][cH:48]1>>[C:1](=[O:2])([C:14]1([c:11]2[cH:10][cH:9][c:8]([O:7][CH2:5][CH3:6])[cH:13][cH:12]2)[C:15]([F:20])([F:21])[C:16]([F:18])([F:19])[CH2:17]1)[O:22][CH2:23][c:24]1[n:25][c:26]([O:30][c:31]2[cH:32][cH:33][cH:34][cH:35][cH:36]2)[cH:27][cH:28][cH:29]1. The reactants are CC1=C(C=CC=C1SC)N1N=NN(C1=O)C (1-(2-methyl-3-methylsulfanylphenyl)-4-methyl-1,4-dihydrotetrazole-5-one), N(=NC1(CCCCC1)C#N)C1(CCCCC1)C#N (1,1′-azobis(cyclohexane-1-carbonitrile)), BrN1C(CCC1=O)=O (N-bromosuccinimide), ClC1=CC=CC=C1 (chlorobenzene). Run in O (water). The product is BrCC1=C(C=CC=C1SC)N1N=NN(C1=O)C (1-(2-bromomethyl-3-methylthiophenyl)-4-methyl-1,4-dihydrotetrazole-5-one). Yield: 20.0%. As a reaction SMILES: [CH3:1][C:2]1[C:7]([S:8][CH3:9])=[CH:6][CH:5]=[CH:4][C:3]=1[N:10]1[C:14](=[O:15])[N:13]([CH3:16])[N:12]=[N:11]1.N(C1(C#N)CCCCC1)=NC1(C#N)CCCCC1.[Br:35]N1C(=O)CCC1=O.ClC1C=CC=CC=1>O>[Br:35][CH2:1][C:2]1[C:7]([S:8][CH3:9])=[CH:6][CH:5]=[CH:4][C:3]=1[N:10]1[C:14](=[O:15])[N:13]([CH3:16])[N:12]=[N:11]1. Reported procedure: To a mixture of 1-(2-methyl-3-methylsulfanylphenyl)-4-methyl-1,4-dihydrotetrazole-5-one (described in Reference Preparation example 15) 1.50 g, 1,1′-azobis(cyclohexane-1-carbonitrile) 0.620 g, N-bromosuccinimide 1.30 g and chlorobenzene 15 ml was stirred with heating under reflux for four hours. After cooling the mixture, to the reaction solutions was added water and the resulting mixture was extracted with ethyl acetate. The organic layer was washed with water and saturated saline, and was drie... Starting materials: CCOc1cc(C(C)(C)C)ncc1C1=NC(C)(c2ccc(Cl)cc2)C(C)(c2ccc(Cl)cc2)N1C(=O)N1CCC(CC(=O)O)CC1, CC(C)NC(C)C. As a reaction SMILES: [C:1]([CH3:2])([CH3:3])([CH3:4])[c:5]1[cH:6][c:7]([O:44][CH2:45][CH3:46])[c:8]([C:11]2=[N:15][C:14]([CH3:16])([c:17]3[cH:18][cH:19][c:20]([Cl:23])[cH:21][cH:22]3)[C:13]([CH3:24])([c:25]3[cH:26][cH:27][c:28]([Cl:31])[cH:29][cH:30]3)[N:12]2[C:32](=[O:33])[N:34]2[CH2:35][CH2:36][CH:37]([CH2:40][C:41](=[O:42])[OH:43])[CH2:38][CH2:39]2)[cH:9][n:10]1.[CH:47]([CH3:48])([CH3:49])[NH:50][CH:51]([CH3:52])[CH3:53]>>[C:1]([CH3:2])([CH3:3])([CH3:4])[c:5]1[cH:6][c:7]([O:44][CH2:45][CH3:46])[c:8]([C:11]2=[N:15][C:14]([CH3:16])([c:17]3[cH:18][cH:19][c:20]([Cl:23])[cH:21][cH:22]3)[C:13]([CH3:24])([c:25]3[cH:26][cH:27][c:28]([Cl:31])[cH:29][cH:30]3)[N:12]2[C:32](=[O:33])[N:34]2[CH2:35][CH2:36][CH:37]([CH2:40][C:41](=[O:43])[N:50]([CH:47]([CH3:48])[CH3:49])[CH:51]([CH3:52])[CH3:53])[CH2:38][CH2:39]2)[cH:9][n:10]1. Product: CCOc1cc(C(C)(C)C)ncc1C1=NC(C)(c2ccc(Cl)cc2)C(C)(c2ccc(Cl)cc2)N1C(=O)N1CCC(CC(=O)N(C(C)C)C(C)C)CC1. Reactants: C(C)(OC)=N (methyl acetimidate), NC1=NNC2=CC(=C(C=C12)C1=CC=CC=C1)Cl (3-amino-6-chloro-5-phenyl-1H-indazole). Solvent: C(C)#N (acetonitrile), C(C)(=O)O (acetic acid). Run at time 5 minute. The product is ClC1=C(C=C2C(=NNC2=C1)NC(C)=N)C1=CC=CC=C1 (N-(6-Chloro-5-phenyl-1H-indazol-3-yl)acetamidine). As a reaction SMILES: [C:1](=[NH:5])(OC)[CH3:2].[NH2:6][C:7]1[C:15]2[C:10](=[CH:11][C:12]([Cl:22])=[C:13]([C:16]3[CH:21]=[CH:20][CH:19]=[CH:18][CH:17]=3)[CH:14]=2)[NH:9][N:8]=1>C(#N)C.C(O)(=O)C>[Cl:22][C:12]1[CH:11]=[C:10]2[C:15]([C:7]([NH:6][C:1](=[NH:5])[CH3:2])=[N:8][NH:9]2)=[CH:14][C:13]=1[C:16]1[CH:21]=[CH:20][CH:19]=[CH:18][CH:17]=1. Procedure details: 33 mg of methyl acetimidate are added to 50 mg of 3-amino-6-chloro-5-phenyl-1H-indazole in 3 ml of acetonitrile and 12 mg of acetic acid. The reaction is placed under microwave radiation at 180° C. for 5 min. After the usual treatments and purification through silica, 35 mg of N-(6-chloro-5-phenyl-1H-indazol-3-yl)acetamidine are obtained. Reactants: C(C)OS(=O)(=O)C(C(=O)O)C=1C=CC2=C(CCO2)C1 (Ethoxysulfonyl(2,3-dihydro-5-benzofuranyl)acetic acid), S(=O)(Cl)Cl (thionyl chloride), CCOCC (ether), C(C)OS(=O)(=O)C(C(=O)O)C=1C=CC2=C(CCO2)C1 (ethoxysulfonyl(2,3-dihydro-5-benzofuranyl)acetic acid), O (water), NC1C2SC(C(N2C1=O)C(=O)O)(C)C (6-amino-3,3-dimethyl-7-oxo-4-thia-1-azabicyclo[3.2.0]heptane-2-carboxylic acid), C([O-])(O)=O.[Na+] (sodium bicarbonate). Solvent: C(C)(=O)OCC (Ethyl acetate). Run at time 2 hour. Product: C(C)OS(=O)(=O)C1OC2=C(C1)C=C(C=C2)CC(=O)NC2C1SC(C(N1C2=O)C(=O)O)(C)C (6-[[Ethoxysulfonyl(2,3-dihydro-5-benzofuranyl)]acetyl]amino-3,3-dimethyl-7-oxo-4-thia-1-azabicyclo[3.2.0]heptane-2-carboxylic acid). As a reaction SMILES: C(OS([CH:7]([C:11]1[CH:12]=[CH:13][C:14]2[O:18][CH2:17][CH2:16][C:15]=2[CH:19]=1)[C:8]([OH:10])=O)(=O)=O)C.[S:20](Cl)(Cl)=[O:21].O.[NH2:25][CH:26]1[C:32](=[O:33])[N:31]2[CH:27]1[S:28][C:29]([CH3:38])([CH3:37])[CH:30]2[C:34]([OH:36])=[O:35].C(=O)(O)[O-:40].[Na+].[CH3:44][CH2:45][O:46]CC>C(OCC)(=O)C>[CH2:45]([O:46][S:20]([CH:17]1[CH2:16][C:15]2[CH:19]=[C:11]([CH2:7][C:8]([NH:25][CH:26]3[C:32](=[O:33])[N:31]4[CH:27]3[S:28][C:29]([CH3:38])([CH3:37])[CH:30]4[C:34]([OH:36])=[O:35])=[O:10])[CH:12]=[CH:13][C:14]=2[O:18]1)(=[O:21])=[O:40])[CH3:44] |f:4.5|. Procedure details: Ethoxysulfonyl(2,3-dihydro-5-benzofuranyl)acetic acid (5 mmole) in 50 ml of dry ether is reacted with about 5.5 mmole of thionyl chloride at 20° C. for 4 hours. At the end of this time the solvent is removed to insure that all of the thionyl chloride and hydrochloric acid is removed. It is then redissolved in 10 ml of ether. This ether solution is added to 10 ml of water containing 5 mmole of 6-amino-3,3-dimethyl-7-oxo-4-thia-1-azabicyclo[3.2.0]heptane-2-carboxylic acid and 10 mmole of sodium bi... Reaction conditions: temperature 100 celsius. Yields the product C(C)N1C(C(=CC2=C1N=C(N=C2C)SC)C#N)=O (8-ethyl-4-methyl-2-(methylthio)-7-oxo-7,8-dihydropyrido[2,3-d]pyrimidine-6-carbonitrile). Procedure details: Acetic anhydride (10.0 mL) was added to a flask charged with 8-ethyl-7-imino-4-methyl-2-(methylthio)-7,8-dihydropyrido[2,3-d]pyrimidine-6-carbonitrile (0.506 g, 1.95 mmol) and heated to 100° C. After one h, the reaction was allowed to cool to room temperature and concentrated in vacuo. The acetylated residue was then treated with 6 N HCl (40 mL) and heated to 95° C. for one hour then transferred to a large flask. A saturated solution of NaHCO3 (500 mL) was added slowly at 0° C. until a ˜pH 8.0 w... Reactants: C(C)(=O)OC(C)=O (Acetic anhydride), C(C)N1C(C(=CC2=C1N=C(N=C2C)SC)C#N)=N (8-ethyl-7-imino-4-methyl-2-(methylthio)-7,8-dihydropyrido[2,3-d]pyrimidine-6-carbonitrile). As a reaction SMILES: C(OC(=O)C)(=[O:3])C.[CH2:8]([N:10]1[C:15]2[N:16]=[C:17]([S:21][CH3:22])[N:18]=[C:19]([CH3:20])[C:14]=2[CH:13]=[C:12]([C:23]#[N:24])[C:11]1=N)[CH3:9]>>[CH2:8]([N:10]1[C:15]2[N:16]=[C:17]([S:21][CH3:22])[N:18]=[C:19]([CH3:20])[C:14]=2[CH:13]=[C:12]([C:23]#[N:24])[C:11]1=[O:3])[CH3:9]. The reactants are [Cl-].[Na+] (sodium chloride), OC1CCC=2C(=CC=CC12)C#N ((RS) 1-hydroxy-4-indanecarbonitrile), O (water), C(C)(=O)OC(C)=O (acetic anhydride). The solvent is N1=CC=CC=C1 (pyridine). Reaction conditions: temperature 20 celsius, time 16 hour. Yields the product C(C)(=O)OC1CCC2=C(C=CC=C12)C#N ((4-cyano-1-indanyl) acetate). Reaction SMILES: [OH:1][CH:2]1[C:10]2[CH:9]=[CH:8][CH:7]=[C:6]([C:11]#[N:12])[C:5]=2[CH2:4][CH2:3]1.[C:13](OC(=O)C)(=[O:15])[CH3:14].O.[Cl-].[Na+]>N1C=CC=CC=1>[C:13]([O:1][CH:2]1[C:10]2[C:5](=[C:6]([C:11]#[N:12])[CH:7]=[CH:8][CH:9]=2)[CH2:4][CH2:3]1)(=[O:15])[CH3:14] |f:3.4|. Procedure details: 3.89 g of (RS) 1-hydroxy-4-indanecarbonitrile in 39 ml of pyridine is cooled to 0° C., 3.45 ml of acetic anhydride is added drop by drop, and the whole is agitated for 16 hours at 20° C. The reaction mixture is poured into 300 ml of water containing sodium chloride and extracted with isopropyl ether; the ethereal phase is washed with 2N hydrochloric acid and then with water until pH 7 is obtained. The ethereal phase is dried and brought to dryness, and the residue is taken up in 1,2-dichloroetha... Starting materials: C(CC)(=O)Cl (propionyl chloride), [Cl-].[Al+3].[Cl-].[Cl-] (aluminum chloride), CC1=C(C(=CC=C1)C)O (2,6-dimethylphenol), C(CC)(=O)Cl (propionyl chloride). The solvent is C(Cl)Cl (methylene chloride). Reaction conditions: time 2 hour. Yields the product C(CC)(=O)OC1=C(C=C(C=C1C)C(CC)=O)C (2,6-dimethyl-4-propionylphenyl propionate). Isolated yield 170.5%. As a reaction SMILES: [Cl-].[Al+3].[Cl-].[Cl-].[C:5](Cl)(=[O:8])[CH2:6][CH3:7].[CH3:10][C:11]1[CH:16]=[CH:15][CH:14]=[C:13]([CH3:17])[C:12]=1[OH:18]>C(Cl)Cl>[C:5]([O:18][C:12]1[C:13]([CH3:17])=[CH:14][C:15]([C:5](=[O:8])[CH2:6][CH3:7])=[CH:16][C:11]=1[CH3:10])(=[O:8])[CH2:6][CH3:7] |f:0.1.2.3|. Procedure: To a mixture of aluminum chloride (32.0 g, 24 mmol) in methylene chloride (100 mL) was added propionyl chloride (3.56 mL, 40.95 mmol) all at once followed by 2,6-dimethylphenol (5.0 g, 40.93 mmol in 25 mL of methylene chloride) over 5 min. After stirring 1 h at ambient temperature a second equivalent of propionyl chloride was added (3.56 mL). The reaction was stirred 2 h more and then carefully quenched with water. The mixture was extracted with ether (3×) and the combined organic phase was wash...